Dataset: the Open Reaction Database (ORD), a public repository of structured organic reaction records. Task: describe an organic reaction: reactants, conditions, products, and yield Starting materials: NC1=CC=CC=C1 (aniline), NC(=O)N (urea), C12CN(CC(CC1)O2)C2=C1C(=NC(=N2)C2=CC=C(C=C2)NC(=O)NCC)N(N=C1)C1CCN(CC1)C(=O)OCC (ethyl 4-(4-(8-oxa-3-azabicyclo[3.2.1]octan-3-yl)-6-(4-(3-ethylureido)phenyl)-1H-pyrazolo[3,4-d]pyrimidin-1-yl)piperidine-1-carboxylate), NC1=CC=C(C=C1)C (p-toluidine). Product: C12CN(CC(CC1)O2)C2=C1C(=NC(=N2)C2=CC=C(C=C2)NC(=O)NC2=CC=C(C=C2)C)N(N=C1)CC (1-(4-(4-(8-oxa-3-azabicyclo[3.2.1]octan-3-yl)-1-ethyl-1H-pyrazolo[3,4-d]pyrimidin-6-yl)phenyl)-3-p-tolylurea). As a reaction SMILES: NC(N)=O.[CH:5]12[O:12][CH:9]([CH2:10][CH2:11]1)[CH2:8][N:7]([C:13]1[N:18]=[C:17]([C:19]3[CH:24]=[CH:23][C:22]([NH:25][C:26]([NH:28][CH2:29][CH3:30])=[O:27])=[CH:21][CH:20]=3)[N:16]=[C:15]3[N:31]([CH:34]4[CH2:39]CN(C(OCC)=O)CC4)[N:32]=[CH:33][C:14]=13)[CH2:6]2.NC1C=[CH:50][C:49]([CH3:52])=[CH:48][CH:47]=1.NC1C=CC=CC=1>>[CH:9]12[O:12][CH:5]([CH2:11][CH2:10]1)[CH2:6][N:7]([C:13]1[N:18]=[C:17]([C:19]3[CH:20]=[CH:21][C:22]([NH:25][C:26]([NH:28][C:29]4[CH:30]=[CH:50][C:49]([CH3:52])=[CH:48][CH:47]=4)=[O:27])=[CH:23][CH:24]=3)[N:16]=[C:15]3[N:31]([CH2:34][CH3:39])[N:32]=[CH:33][C:14]=13)[CH2:8]2. Reported procedure: A urea formation procedure similar to that used for the synthesis of ethyl 4-(4-(8-oxa-3-azabicyclo[3.2.1]octan-3-yl)-6-(4-(3-ethylureido)phenyl)-1H-pyrazolo[3,4-d]pyrimidin-1-yl)piperidine-1-carboxylate is used, utilizing p-toluidine as the aniline component. (18%, MS=484.2 (M+H)) As a reaction SMILES: [CH3:1][O:2][c:3]1[c:4]([OH:14])[c:5]([CH3:13])[c:6]([O:11][CH3:12])[c:7]([CH3:10])[c:8]1[CH3:9].[CH3:28][N:29]([CH3:30])[CH:31]=[O:32].[F:17][c:18]1[cH:19][cH:20][c:21]([N+:24](=[O:25])[O-:26])[cH:22][cH:23]1.[H-:15].[Na+:16].[OH2:27]>>[CH3:1][O:2][c:3]1[c:4]([O:14][c:18]2[cH:19][cH:20][c:21]([N+:24](=[O:25])[O-:26])[cH:22][cH:23]2)[c:5]([CH3:13])[c:6]([O:11][CH3:12])[c:7]([CH3:10])[c:8]1[CH3:9]. The reactants are COc1c(C)c(C)c(OC)c(O)c1C, CN(C)C=O, O=[N+]([O-])c1ccc(F)cc1, [H-], [Na+], O. The product is COc1c(C)c(C)c(OC)c(Oc2ccc([N+](=O)[O-])cc2)c1C. The reactants are C(C)(C)(C)OC(NCC(NC1=C2C=NN(C2=CC=C1)CCN1CCCC1)=O)=O ({[1-(2-Pyrrolidin-1-yl-ethyl)-1H-indazol-4-ylcarbamoyl]-methyl}-carbamic acid tert-butyl ester), Cl (HCl). Run in ClCCl (dichloromethane). Conditions: time 3 hour. The product is NCC(=O)NC1=C2C=NN(C2=CC=C1)CCN1CCCC1 (2-amino-N-[1-(2-pyrrolidin-1-yl-ethyl)-1H-indazol-4-yl]-acetamide), Cl (HCl). Reaction SMILES: C(OC(=O)[NH:7][CH2:8][C:9](=[O:27])[NH:10][C:11]1[CH:19]=[CH:18][CH:17]=[C:16]2[C:12]=1[CH:13]=[N:14][N:15]2[CH2:20][CH2:21][N:22]1[CH2:26][CH2:25][CH2:24][CH2:23]1)(C)(C)C.[ClH:29]>ClCCl>[NH2:7][CH2:8][C:9]([NH:10][C:11]1[CH:19]=[CH:18][CH:17]=[C:16]2[C:12]=1[CH:13]=[N:14][N:15]2[CH2:20][CH2:21][N:22]1[CH2:23][CH2:24][CH2:25][CH2:26]1)=[O:27].[ClH:29]. Procedure details: {[1-(2-Pyrrolidin-1-yl-ethyl)-1H-indazol-4-ylcarbamoyl]-methyl}-carbamic acid tert-butyl ester (1.00 g, 2.58 mmol) and a solution of HCl (5 mL, 4M in dioxane) was in dichloromethane (30 mL) was stirred for 3 hours. The mixture was filtered and rinsed with dichloromethane to provide the title compound as the bis-HCl salt. 1H NMR (300 MHz, DMSO-d6) δ ppm 1.78–2.00 (m, 4H), 2.88–3.00 (m, 2H), 3.45 (m, 2H), 3.67 (m, 2H), 4.09 (m, 2H), 4.85 (t, 2H, J=6.45), 7.40–7.77 (m, 3H), 8.30 (s, 3H), 8.59 (s, 1... Starting materials: C(C1=CC=CC=C1)N1CC2C(C1)C(N(C2=O)C2=CC(=CC(=C2)Cl)Cl)=O (5-benzyl-2-(3,5-dichlorophenyl)-tetrahydro-pyrrolo[3,4-c]pyrrole-1,3(2H,3aH)-dione). The reagents and catalysts are [Pt]=O (platinum oxide). Run in C(C)(=O)O (acetic acid). Yields the product ClC=1C=C(C=C(C1)Cl)N1C(C2CNCC2C1=O)=O (2-(3,5-dichlorophenyl)-tetrahydro-pyrrolo[3,4-c]pyrrole-1,3(2H,3aH)-dione). Isolated yield 100.5%. Reaction SMILES: C([N:8]1[CH2:12][CH:11]2[C:13](=[O:25])[N:14]([C:17]3[CH:22]=[C:21]([Cl:23])[CH:20]=[C:19]([Cl:24])[CH:18]=3)[C:15](=[O:16])[CH:10]2[CH2:9]1)C1C=CC=CC=1>C(O)(=O)C.[Pt]=O>[Cl:23][C:21]1[CH:22]=[C:17]([N:14]2[C:13](=[O:25])[CH:11]3[CH:10]([CH2:9][NH:8][CH2:12]3)[C:15]2=[O:16])[CH:18]=[C:19]([Cl:24])[CH:20]=1. Procedure: A solution of 5-benzyl-2-(3,5-dichlorophenyl)-tetrahydro-pyrrolo[3,4-c]pyrrole-1,3(2H,3aH)-dione (1.13 g, 3 mmol) in acetic acid (20 mL) was hydrogenated at atmospheric pressure over platinum oxide for 4 h. The catalyst was filtered off and the filtrate was poured into an ammonium hydroxide solution. The aqueous solution was extracted twice with methylene chloride. The organic layer was dried over sodium sulfate and concentrated in vacuo to give an oil (0.86 g) which was chromatographed over sil... The reactants are [BH4-], N#CN=c1[nH]c2ccccc2n1C1CCN(CC(=O)c2ccc3c(c2)OCO3)CC1, CCO, [Na+]. Product: N#CN=c1[nH]c2ccccc2n1C1CCN(CC(O)c2ccc3c(c2)OCO3)CC1. RXN SMILES: [BH4-:1].[CH2:3]1[O:4][c:5]2[cH:6][c:7]([C:12]([CH2:13][N:14]3[CH2:15][CH2:16][CH:17]([n:20]4[c:21](=[N:29][C:30]#[N:31])[nH:22][c:23]5[c:24]4[cH:25][cH:26][cH:27][cH:28]5)[CH2:18][CH2:19]3)=[O:32])[cH:8][cH:9][c:10]2[O:11]1.[CH3:33][CH2:34][OH:35].[Na+:2]>>[CH2:3]1[O:4][c:5]2[cH:6][c:7]([CH:12]([CH2:13][N:14]3[CH2:15][CH2:16][CH:17]([n:20]4[c:21](=[N:29][C:30]#[N:31])[nH:22][c:23]5[c:24]4[cH:25][cH:26][cH:27][cH:28]5)[CH2:18][CH2:19]3)[OH:32])[cH:8][cH:9][c:10]2[O:11]1. Reactants: C1CCOC1, CCOC(C)=O, O=C(Cl)OCC1c2ccccc2-c2ccccc21, CC(C)(C)OC(=O)c1ccc(CCCCN)cc1, [Na+], O=C([O-])O, O. Product: CC(C)(C)OC(=O)c1ccc(CCCC(N)C(=O)OCC2c3ccccc3-c3ccccc32)cc1. RXN SMILES: [CH2:37]1[O:38][CH2:39][CH2:40][CH2:41]1.[CH3:47][CH2:48][O:49][C:50]([CH3:51])=[O:52].[Cl:1][C:2](=[O:3])[O:4][CH2:5][CH:6]1[c:7]2[cH:8][cH:9][cH:10][cH:11][c:12]2-[c:13]2[cH:14][cH:15][cH:16][cH:17][c:18]21.[NH2:19][CH2:20][CH2:21][CH2:22][CH2:23][c:24]1[cH:25][cH:26][c:27]([C:28](=[O:29])[O:30][C:31]([CH3:32])([CH3:33])[CH3:34])[cH:35][cH:36]1.[Na+:46].[O-:42][C:43]([OH:44])=[O:45].[OH2:53]>>[C:2](=[O:3])([O:4][CH2:5][CH:6]1[c:7]2[cH:8][cH:9][cH:10][cH:11][c:12]2-[c:13]2[cH:14][cH:15][cH:16][cH:17][c:18]21)[CH:20]([NH2:19])[CH2:21][CH2:22][CH2:23][c:24]1[cH:25][cH:26][c:27]([C:28](=[O:29])[O:30][C:31]([CH3:32])([CH3:33])[CH3:34])[cH:35][cH:36]1.